Dataset: the Open Reaction Database (ORD), a public repository of structured organic reaction records. Task: describe an organic reaction: reactants, conditions, products, and yield The reactants are BrP(C1=CC=CC=C1)(C1=CC=CC=C1)(C1=CC=CC=C1)Br (dibromotriphenylphosphorane), C(CCCC)OC=1C=C2C=C(COC2=CC1)CO ([6-(Pentyloxy)-2H-3-chromenyl]methanol). The solvent is C(C)#N (acetonitrile), CCOCC.CCCCCC (ether hexane). Conditions: time 1 hour. Product: C(CCCC)OC=1C=C2C=C(COC2=CC1)CBr (3-(Bromomethyl)-2H-6-chromenyl pentyl ether). As a reaction SMILES: [Br:1]P(Br)(C1C=CC=CC=1)(C1C=CC=CC=1)C1C=CC=CC=1.[CH2:22]([O:27][C:28]1[CH:29]=[C:30]2[C:35](=[CH:36][CH:37]=1)[O:34][CH2:33][C:32]([CH2:38]O)=[CH:31]2)[CH2:23][CH2:24][CH2:25][CH3:26]>C(#N)C.CCOCC.CCCCCC>[CH2:22]([O:27][C:28]1[CH:29]=[C:30]2[C:35](=[CH:36][CH:37]=1)[O:34][CH2:33][C:32]([CH2:38][Br:1])=[CH:31]2)[CH2:23][CH2:24][CH2:25][CH3:26] |f:3.4|. Reported procedure: 2 g (4.7 mmol) of dibromotriphenylphosphorane are added to a solution of 1.15 g (4.6 mmol) of the alcohol obtained in Step C in 25 ml of anhydrous acetonitrile. The medium is stirred for 1 hour at ambient temperature; the solvent is then evaporated in vacuo. The residue obtained is taken up in a mixture of ether/hexane (1/1); the solid formed is then filtered off over Celite. Evaporation of the filtrate yields the brominated compound of the title in the form of a chestnut-brown syrup. Reactants: CS(C)=O, N#Cc1cc([N+](=O)[O-])ccc1Cl, [Na+], [OH-], O, O=C(c1ccccc1)c1ccc(O)cc1. Product: N#Cc1cc([N+](=O)[O-])ccc1Oc1ccc(C(=O)c2ccccc2)cc1. As a reaction SMILES: [CH3:31][S:32]([CH3:33])=[O:34].[Cl:18][c:19]1[c:20]([C:21]#[N:22])[cH:23][c:24]([N+:27](=[O:28])[O-:29])[cH:25][cH:26]1.[Na+:17].[OH-:16].[OH2:30].[OH:1][c:2]1[cH:3][cH:4][c:5]([C:6](=[O:7])[c:8]2[cH:9][cH:10][cH:11][cH:12][cH:13]2)[cH:14][cH:15]1>>[O:1]([c:2]1[cH:3][cH:4][c:5]([C:6](=[O:7])[c:8]2[cH:9][cH:10][cH:11][cH:12][cH:13]2)[cH:14][cH:15]1)[c:19]1[c:20]([C:21]#[N:22])[cH:23][c:24]([N+:27](=[O:28])[O-:29])[cH:25][cH:26]1. Starting materials: CC(C)=O, C=C1C(=O)OC(CCCO)C1c1ccc(Cl)cc1, O. Yields the product C=C1C(=O)OC(CCC(=O)O)C1c1ccc(Cl)cc1. Reaction SMILES: [CH3:20][C:21](=[O:22])[CH3:23].[Cl:1][c:2]1[cH:3][cH:4][c:5]([CH:8]2[C:9](=[CH2:18])[C:10](=[O:17])[O:11][CH:12]2[CH2:13][CH2:14][CH2:15][OH:16])[cH:6][cH:7]1.[OH2:19]>>[Cl:1][c:2]1[cH:3][cH:4][c:5]([CH:8]2[C:9](=[CH2:18])[C:10](=[O:17])[O:11][CH:12]2[CH2:13][CH2:14][C:15](=[O:16])[OH:19])[cH:6][cH:7]1. Starting materials: C[C@@]12CCC(N[C@@H]2CCC2=C1C=CC(=C2)SC2=CC(=CC=C2)Cl)=O ((4aR)-(10bR)-10b-methyl-8-(3-chlorophenylthio)-1,2,3,4,4a,5,6,10b-octahydrobenzo[f]-quinolin-3-one), CI (methyl iodide). Product: CN1C(CC[C@@]2(C3=C(CC[C@@H]12)C=C(C=C3)SC3=CC(=CC=C3)Cl)C)=O ((+)-(4aR)-(10bR)-4,10b-dimethyl-8-(3-chlorophenylthio) -1,2,3,4,-4a,5,6,10b-octahydrobenzo[f]quinolin-3-one). Reaction SMILES: [CH3:1][C@@:2]12[C:11]3[CH:12]=[CH:13][C:14]([S:16][C:17]4[CH:22]=[CH:21][CH:20]=[C:19]([Cl:23])[CH:18]=4)=[CH:15][C:10]=3[CH2:9][CH2:8][C@H:7]1[NH:6][C:5](=[O:24])[CH2:4][CH2:3]2.[CH3:25]I>>[CH3:25][N:6]1[C@H:7]2[C@@:2]([CH3:1])([C:11]3[CH:12]=[CH:13][C:14]([S:16][C:17]4[CH:22]=[CH:21][CH:20]=[C:19]([Cl:23])[CH:18]=4)=[CH:15][C:10]=3[CH2:9][CH2:8]2)[CH2:3][CH2:4][C:5]1=[O:24]. Procedure: A 612 mg portion of (4aR)-(10bR)-10b-methyl-8-(3-chlorophenylthio)-1,2,3,4,4a,5,6,10b-octahydrobenzo[f]-quinolin-3-one was methylated with methyl iodide substantially as shown in Example 95. Attempts at crystallization of the product were unsuccessful, so it was characterized as an opaque colorless oil, 525 mg. FDMS: m/e=371. α[D]589 =+72.9, α[D]365 =+265.2 (chloroform). Starting materials: C(C)(=O)NC=1C(=C(COC=2C=3N(C=CC2)C(=C(N3)C)Br)C(=CC1)Cl)Cl (8-(3-acetylamino-2,6-dichlorobenzyloxy)-3-bromo-2-methylimidazo[1,2-a]pyridine), [H-].[Na+] (sodium hydride), O (water), IC (iodomethane). The solvent is CN(C=O)C (N,N-dimethylformamide). Product: BrC1=C(N=C2N1C=CC=C2OCC2=C(C(=CC=C2Cl)N(C)C(C)=O)Cl)C (3-bromo-8-[2,6-dichloro-3-(N-acetyl-N-methylamino)benzyloxy]-2-methylimidazo[1,2-a]pyridine). Yield: 58.9%. RXN SMILES: [C:1]([NH:4][C:5]1[C:6]([Cl:25])=[C:7]([C:21]([Cl:24])=[CH:22][CH:23]=1)[CH2:8][O:9][C:10]1[C:11]2[N:12]([C:16]([Br:20])=[C:17]([CH3:19])[N:18]=2)[CH:13]=[CH:14][CH:15]=1)(=[O:3])[CH3:2].[H-].[Na+].I[CH3:29].O>CN(C)C=O>[Br:20][C:16]1[N:12]2[CH:13]=[CH:14][CH:15]=[C:10]([O:9][CH2:8][C:7]3[C:21]([Cl:24])=[CH:22][CH:23]=[C:5]([N:4]([C:1](=[O:3])[CH3:2])[CH3:29])[C:6]=3[Cl:25])[C:11]2=[N:18][C:17]=1[CH3:19] |f:1.2|. Procedure: To a solution of 8-(3-acetylamino-2,6-dichlorobenzyloxy)-3-bromo-2-methylimidazo[1,2-a]pyridine (222 mg) in N,N-dimethylformamide (2 ml) was added sodium hydride (24 mg, 60% oil dispersion) in one portion at ambient temperature. The mixture was stirred for half an hour at the same temperature and iodomethane (142 mg) was added thereto. After stirring for half an hour, the mixture was poured into water. The separated oil was extracted with ethyl acetate. The extracts were washed with water, dried...